From a dataset of the Open Reaction Database (ORD), a public repository of structured organic reaction records. describe an organic reaction: reactants, conditions, products, and yield The reactants are C[C@@H](C#C)O ((S)-but-3-yn-2-ol), FC=1C(=C2/C(/C(NC2=CC1)=O)=C/C1=C(N=CN1)C)I ((Z)-1,3-dihydro-5-fluoro-4-iodo-3-[(4-methyl-1H-imidazol-5-yl)methylene]-2H-indol-2-one), FC=1C(=C2/C(/C(NC2=CC1)=O)=C/C1=C(N=CN1)C)I ((Z)-1,3-dihydro-5-fluoro-4-iodo-3-[(4-methyl-1H-imidazol-5-yl)methylene]-2H-indol-2-one). The reagents and catalysts are C=1C=CC(=CC1)[P](C=2C=CC=CC2)(C=3C=CC=CC3)[Pd]([P](C=4C=CC=CC4)(C=5C=CC=CC5)C=6C=CC=CC6)([P](C=7C=CC=CC7)(C=8C=CC=CC8)C=9C=CC=CC9)[P](C=1C=CC=CC1)(C=1C=CC=CC1)C=1C=CC=CC1 ((Ph3P)4Pd). Solvent: CN(C)C=O (DMF), CCN(CC)CC (Et3N), CCOC(=O)C (EtOAc). Product: FC=1C(=C2/C(/C(NC2=CC1)=O)=C/C1=C(N=CN1)C)C#C[C@H](C)O ((S)-(Z)-1,3-Dihydro-5-fluoro-4-(3-hydroxy-1-butynyl)-3-[(4-methyl-1H-imidazol-5-yl)methylene]-2H-indol-2-one). RXN SMILES: [CH3:1][C@H:2]([OH:5])[C:3]#[CH:4].[F:6][C:7]1[C:8](I)=[C:9]2[C:13](=[CH:14][CH:15]=1)[NH:12][C:11](=[O:16])/[C:10]/2=[CH:17]\[C:18]1[NH:22][CH:21]=[N:20][C:19]=1[CH3:23]>CN(C=O)C.CCN(CC)CC.CCOC(C)=O.C1C=CC([P]([Pd]([P](C2C=CC=CC=2)(C2C=CC=CC=2)C2C=CC=CC=2)([P](C2C=CC=CC=2)(C2C=CC=CC=2)C2C=CC=CC=2)[P](C2C=CC=CC=2)(C2C=CC=CC=2)C2C=CC=CC=2)(C2C=CC=CC=2)C2C=CC=CC=2)=CC=1>[F:6][C:7]1[C:8]([C:4]#[C:3][C@@H:2]([OH:5])[CH3:1])=[C:9]2[C:13](=[CH:14][CH:15]=1)[NH:12][C:11](=[O:16])/[C:10]/2=[CH:17]\[C:18]1[NH:22][CH:21]=[N:20][C:19]=1[CH3:23] |^1:46,48,67,86|. Reported procedure: Using Method C above, (S)-but-3-yn-2-ol (38 mg, 0.54 mmol) (Aldrich) was coupled with (Z)-1,3-dihydro-5-fluoro-4-iodo-3-[(4-methyl-1H-imidazol-5-yl)methylene]-2H-indol-2-one (50 mg, 0.14 mmol) (Starting Material 3 supra) using (Ph3P)4Pd (16 mg, 0.01 mmol) and Cul (2 mg) in a mixture of DMF (3 mL) and Et3N (3 mL) as solvent at 80° C. for 5 hrs. Upon completion, the reaction mixture was diluted with EtOAc and extracted with H2O. The organic layer was dried over Na2SO4 and concentrated. (S)-(Z)-1,3...